describe an organic reaction: reactants, conditions, products, and yield From a dataset of the Open Reaction Database (ORD), a public repository of structured organic reaction records. Starting materials: C(OCC)(OCC)=O (diethyl carbonate), [Cl-].[NH4+] (ammonium chloride), [H-].[Na+] (Sodium hydride), C(C)(=O)C=1C=C(C#N)C=CC1 (3-acetylbenzonitrile). The solvent is O1CCCC1 (tetrahydrofuran), O1CCCC1 (tetrahydrofuran). Reaction conditions: temperature 60 celsius. Product: C(#N)C=1C=C(C=CC1)C(CC(=O)OCC)=O (ethyl 3-(3-cyanophenyl)-3-oxopropanoate). Isolated yield 100.2%. Reaction SMILES: [H-].[Na+].[C:3]([C:6]1[CH:7]=[C:8]([CH:11]=[CH:12][CH:13]=1)[C:9]#[N:10])(=[O:5])[CH3:4].[C:14](=O)([O:18]CC)[O:15][CH2:16][CH3:17].[Cl-].[NH4+]>O1CCCC1>[C:9]([C:8]1[CH:7]=[C:6]([C:3](=[O:5])[CH2:4][C:14]([O:15][CH2:16][CH3:17])=[O:18])[CH:13]=[CH:12][CH:11]=1)#[N:10] |f:0.1,4.5|. Reported procedure: Sodium hydride (60% dispersion in oil, 8.27 g, 207 mmol, 3.00 equiv) was added to a solution of 3-acetylbenzonitrile (10.0 g, 68.9 mmol, 1 equiv) in tetrahydrofuran (300 mL). The reaction mixture was stirred at 60° C., and a solution of diethyl carbonate (12.5 mL, 103 mmol, 1.50 equiv) in tetrahydrofuran (60 mL) was added over 45 minutes. The light orange reaction mixture was stirred at 60° C. for an additional 2 h, then was cooled to 22° C. Saturated aqueous ammonium chloride solution was added... The reactants are ClC(=O)OCCCCCCCCCCCC (n-dodecyl chloroformate), CC(CCCCCCCCCC)O (2-dodecanol), C(=O)(Cl)Cl (phosgene). Procedure: The procedure is the same as for preparing n-dodecyl chloroformate except freshly distilled 2-dodecanol (41.3 g, 0.222 moles) is added to the phosgene mixture. 99% yields of 2-dodecyl chloroformate are obtained. The product is purified via distillation (90° C. at 0.1 mm Hg). 1H MNR (60 MHz, neat) δ 4.6-4.98 (1H,m), δ 1.5-1.8 (21H,m), δ0.89 (3H, t). IR (neat) 1780 cm-1 (carbonyl). Reaction SMILES: [Cl:1][C:2]([O:4][CH2:5][CH2:6][CH2:7][CH2:8][CH2:9][CH2:10][CH2:11][CH2:12][CH2:13][CH2:14][CH2:15]C)=[O:3].[CH3:17]C(O)CCCCCCCCCC.C(Cl)(Cl)=O>>[Cl:1][C:2]([O:4][CH:5]([CH2:6][CH2:7][CH2:8][CH2:9][CH2:10][CH2:11][CH2:12][CH2:13][CH2:14][CH3:15])[CH3:17])=[O:3]. Product: ClC(=O)OC(C)CCCCCCCCCC (2-dodecyl chloroformate). Starting materials: NC=1C=CC(=C(C1)NC(=O)NC1=NC=CN=C1)OC (1-(5-amino-2-methoxyphenyl)-3-pyrazin-2-yl-urea), NC=1C=CC(=C(C1)NC(=O)NC1=NC=CN=C1)OC (1-(5-amino-2-methoxyphenyl)-3-pyrazin-2-yl-urea), C1(CCC(=O)O1)=O (succinic anhydride). The solvent is N1=CC=CC=C1 (pyridine). Yields the product COC1=C(C=C(C=C1)NC(CCC(=O)O)=O)NC(=O)NC1=NC=CN=C1 (N-[4-methoxy-3-(3-pyrazin-2-yl-ureido) phenyl]-succinamic acid). Isolated yield 48.7%. RXN SMILES: [NH2:1][C:2]1[CH:3]=[CH:4][C:5]([O:18][CH3:19])=[C:6]([NH:8][C:9]([NH:11][C:12]2[CH:17]=[N:16][CH:15]=[CH:14][N:13]=2)=[O:10])[CH:7]=1.[C:20]1(=[O:26])[O:25][C:23](=[O:24])[CH2:22][CH2:21]1>N1C=CC=CC=1>[CH3:19][O:18][C:5]1[CH:4]=[CH:3][C:2]([NH:1][C:20](=[O:26])[CH2:21][CH2:22][C:23]([OH:25])=[O:24])=[CH:7][C:6]=1[NH:8][C:9]([NH:11][C:12]1[CH:17]=[N:16][CH:15]=[CH:14][N:13]=1)=[O:10]. Reported procedure: A solution of 1-(5-amino-2-methoxyphenyl)-3-pyrazin-2-yl-urea (Compound 14, Example 4) (260 mg, 1 mmol) and succinic anhydride (131 mg, 1.3 mmol) in dry pyridine (10 mL) was stirred 16 h at room temperature. The resulting solid was collected by filtration and triturated with chloroform, and dried in vacuo to afford the off-white product (175 mg, 50%). 1H NMR (300 Mhz, d6-DMSO) δ: 10.15 (s, 1H), 10.05 (s, 1H), 9.87 (s, 1H), 8.90 (s, 1H), 8.33 (s, 2H), 8.24 (s, 1H), 7.42 (dd, J=8.8, 2.2 Hz, 1H), 6... Reactants: OC1(C(F)(F)F)C=C(c2cccnc2F)CC1, C1CCOC1, [Pd]. Yields the product OC1(C(F)(F)F)CCC(c2cccnc2F)C1. RXN SMILES: [F:1][c:2]1[n:3][cH:4][cH:5][cH:6][c:7]1[C:8]1=[CH:9][C:10]([OH:13])([C:14]([F:15])([F:16])[F:17])[CH2:11][CH2:12]1.[O:18]1[CH2:19][CH2:20][CH2:21][CH2:22]1.[Pd:23]>>[F:1][c:2]1[n:3][cH:4][cH:5][cH:6][c:7]1[CH:8]1[CH2:9][C:10]([OH:13])([C:14]([F:15])([F:16])[F:17])[CH2:11][CH2:12]1.